This data is from the Open Reaction Database (ORD), a public repository of structured organic reaction records. The task is: describe an organic reaction: reactants, conditions, products, and yield Reactants: COCC(C)Oc1cc(O[Si](C(C)C)(C(C)C)C(C)C)cc(-c2ccc(C3=NC(C(C)O)CO3)[nH]2)c1, CCCC[N+](CCCC)(CCCC)CCCC, [Cl-], [F-], [NH4+], C1CCOC1. The product is COCC(C)Oc1cc(O)cc(-c2ccc(C3=NC(C(C)O)CO3)[nH]2)c1. RXN SMILES: [CH3:1][O:2][CH2:3][CH:4]([CH3:5])[O:6][c:7]1[cH:8][c:9](-[c:24]2[cH:25][cH:26][c:27]([C:29]3=[N:33][CH:32]([CH:34]([CH3:35])[OH:36])[CH2:31][O:30]3)[nH:28]2)[cH:10][c:11]([O:13][Si:14]([CH:15]([CH3:16])[CH3:17])([CH:18]([CH3:19])[CH3:20])[CH:21]([CH3:22])[CH3:23])[cH:12]1.[CH3:38][CH2:39][CH2:40][CH2:41][N+:42]([CH2:43][CH2:44][CH2:45][CH3:46])([CH2:47][CH2:48][CH2:49][CH3:50])[CH2:51][CH2:52][CH2:53][CH3:54].[Cl-:55].[F-:37].[NH4+:56].[O:57]1[CH2:58][CH2:59][CH2:60][CH2:61]1>>[CH3:1][O:2][CH2:3][CH:4]([CH3:5])[O:6][c:7]1[cH:8][c:9](-[c:24]2[cH:25][cH:26][c:27]([C:29]3=[N:33][CH:32]([CH:34]([CH3:35])[OH:36])[CH2:31][O:30]3)[nH:28]2)[cH:10][c:11]([OH:13])[cH:12]1. The reactants are CC1(C)CC(OC(=O)c2ccccc2)CC(C)(C)N1, ClCCl, N#CCl, [Na+], [OH-]. Product: CC1(C)CC(OC(=O)c2ccccc2)CC(C)(C)N1C#N. Reaction SMILES: [C:1]([c:2]1[cH:3][cH:4][cH:5][cH:6][cH:7]1)(=[O:8])[O:9][CH:10]1[CH2:11][C:12]([CH3:18])([CH3:19])[NH:13][C:14]([CH3:16])([CH3:17])[CH2:15]1.[CH2:25]([Cl:26])[Cl:27].[N:22]#[C:23][Cl:24].[Na+:21].[OH-:20]>>[C:1]([c:2]1[cH:3][cH:4][cH:5][cH:6][cH:7]1)(=[O:8])[O:9][CH:10]1[CH2:11][C:12]([CH3:18])([CH3:19])[N:13]([C:23]#[N:22])[C:14]([CH3:16])([CH3:17])[CH2:15]1. The reactants are C(C1=CC=CC=C1)OC(=O)NC1=CN=C(N(C1=O)CC(=O)NC(C(C(C(NCCN1CCOCC1)=O)(F)F)=O)C(C)C)C1=CC=C(C=C1)F (2-[5-Benzyloxycarbonylamino-2-(4-fluorophenyl)-6-oxo-1,6-dihydropyrimidin-1-yl]-N-[3,3-difluoro-1-isopropyl-2-oxo-3-[N-(2-morpholinoethyl)carbamoyl]propyl]acetamide), CO (methanol), Cl (hydrochloric acid), ClCCl (dichloromethane). Run in O (H2O), ClCCl.CO (dichloromethane methanol). Yields the product NC1=CN=C(N(C1=O)CC(=O)NC(C(C(C(NCCN1CCOCC1)=O)(F)F)=O)C(C)C)C1=CC=C(C=C1)F (2-[5-Amino-2-(4-fluorophenyl)-6-oxo-1,6-dihydropyrimidin-1-yl]-N-[3,3-difluoro-1-isopropyl-2-oxo-3-[N-(2-morpholinoethyl)carbamoyl]propyl]acetamide). As a reaction SMILES: C(OC([NH:11][C:12]1[C:17](=[O:18])[N:16]([CH2:19][C:20]([NH:22][CH:23]([CH:40]([CH3:42])[CH3:41])[C:24](=[O:39])[C:25]([F:38])([F:37])[C:26](=[O:36])[NH:27][CH2:28][CH2:29][N:30]2[CH2:35][CH2:34][O:33][CH2:32][CH2:31]2)=[O:21])[C:15]([C:43]2[CH:48]=[CH:47][C:46]([F:49])=[CH:45][CH:44]=2)=[N:14][CH:13]=1)=O)C1C=CC=CC=1.Cl.ClCCl.CO>O.ClCCl.CO>[NH2:11][C:12]1[C:17](=[O:18])[N:16]([CH2:19][C:20]([NH:22][CH:23]([CH:40]([CH3:42])[CH3:41])[C:24](=[O:39])[C:25]([F:37])([F:38])[C:26](=[O:36])[NH:27][CH2:28][CH2:29][N:30]2[CH2:31][CH2:32][O:33][CH2:34][CH2:35]2)=[O:21])[C:15]([C:43]2[CH:44]=[CH:45][C:46]([F:49])=[CH:47][CH:48]=2)=[N:14][CH:13]=1 |f:5.6|. Procedure: 2-[5-Benzyloxycarbonylamino-2-(4-fluorophenyl)-6-oxo-1,6-dihydropyrimidin-1-yl]-N-[3,3-difluoro-1-isopropyl-2-oxo-3-[N-(2-morpholinoethyl)carbamoyl]propyl]acetamide. Using a procedure similar to that described in Example 1, except omitting the 10% hydrochloric acid wash, the ketone was prepared; chromatography solvent: dichloromethane:methanol (gradient, 96:4, 95:5); TLC: Rf =0.41, dichloromethane:methanol (95:5); MS: m/z=687(M+1). Analysis for C33H37F3N6O7.0.95 H2O: Calculated: C, 56;32; H, 5.5... The reactants are O=C1CCC(=O)N1Br, CCOC(=O)c1ncsc1C, ClC(Cl)(Cl)Cl, [W]. Product: CCOC(=O)c1ncsc1CBr. As a reaction SMILES: [Br:12][N:13]1[C:14](=[O:15])[CH2:16][CH2:17][C:18]1=[O:19].[CH2:1]([CH3:2])[O:3][C:4](=[O:5])[c:6]1[n:7][cH:8][s:9][c:10]1[CH3:11].[Cl:20][C:21]([Cl:22])([Cl:23])[Cl:24].[W:25]>>[CH2:1]([CH3:2])[O:3][C:4](=[O:5])[c:6]1[n:7][cH:8][s:9][c:10]1[CH2:11][Br:12]. The reactants are ClC1=C(C=C(C(=O)Cl)C=C1)S(N)(=O)=O (4-chloro-3-sulfamoylbenzoylchloride), [N+](=[N-])=C (diazomethane), C(C)OCC (diethyl ether). Product: ClC1=C(C=C(C=C1)C(C=[N+]=[N-])=O)S(NC)(=O)=O (4'-chloro-3'-methylsulfamoyl-diazoacetophenone). As a reaction SMILES: [Cl:1][C:2]1[CH:10]=[CH:9][C:5]([C:6](Cl)=[O:7])=[CH:4][C:3]=1[S:11](=[O:14])(=[O:13])[NH2:12].[N+:15](=[CH2:17])=[N-:16].[CH2:18](OCC)C>>[Cl:1][C:2]1[CH:10]=[CH:9][C:5]([C:6](=[O:7])[CH:17]=[N+:15]=[N-:16])=[CH:4][C:3]=1[S:11](=[O:14])(=[O:13])[NH:12][CH3:18]. Reported procedure: 14 g of 4-chloro-3-sulfamoylbenzoylchloride were reacted as prescribed in Example 66b) with diazomethane in diethyl ether and the crystallized precipitate was filtered. Fair yellow crystals, melting point: 174° C (decomposition).